This data is from the Open Reaction Database (ORD), a public repository of structured organic reaction records. The task is: describe an organic reaction: reactants, conditions, products, and yield The reactants are Cl.C1NCCC2=C1C1=C(S2)C=CC=C1 (1,2,3,4-tetrahydro[1]benzothieno[3,2-c]pyridine HCl), ClCCCCNC(OC(C)(C)C)=O (1,1-dimethylethyl (4chlorobutyl)carbamate), C(=O)([O-])[O-].[Na+].[Na+] (Na2CO3). The solvent is CC(CC(C)=O)C (4-methyl-2-pentanone). Yields the product C1N(CCC2=C1C1=C(S2)C=CC=C1)CCCCNC(OC(C)(C)C)=O (1,1-dimethylethyl [4-(3,4-dihydro[1]benzothieno[3,2-c]pyridine-2(1H)-yl)butyl]carbamate). RXN SMILES: Cl.[CH2:2]1[C:7]2[C:8]3[CH:14]=[CH:13][CH:12]=[CH:11][C:9]=3[S:10][C:6]=2[CH2:5][CH2:4][NH:3]1.Cl[CH2:16][CH2:17][CH2:18][CH2:19][NH:20][C:21](=[O:27])[O:22][C:23]([CH3:26])([CH3:25])[CH3:24].C([O-])([O-])=O.[Na+].[Na+]>CC(C)CC(=O)C>[CH2:2]1[C:7]2[C:8]3[CH:14]=[CH:13][CH:12]=[CH:11][C:9]=3[S:10][C:6]=2[CH2:5][CH2:4][N:3]1[CH2:16][CH2:17][CH2:18][CH2:19][NH:20][C:21](=[O:27])[O:22][C:23]([CH3:26])([CH3:25])[CH3:24] |f:0.1,3.4.5|. Reported procedure: A mixture of 1,2,3,4-tetrahydro[1]benzothieno[3,2-c]pyridine HCl (1:1) (0.02 mol), 1,1-dimethylethyl (4chlorobutyl)carbamate (0.044 mol), Na2CO3 (0.05 mol) and KI (catalytic quantity) in 4-methyl-2-pentanone (200 ml) was stirred and refluxed overnight, then cooled to room temperature and the solvent was evaporated. The residue was washed with water and extracted with CH2Cl2. The separated organic layer was dried, filtered and the solvent evaporated. The residue was purified by column chromatogra... The reactants are ice water, C(C)(C)(C)C=1N=C(SC1)C=1OC2=C(C1)C=C(C=C2)OCC2=C(C=CC=C2)CCl (4-tert-butyl-2-[5-(2-chloromethylphenylmethoxy)benzofuran-2-yl]thiazole), [I-].[Na+] (sodium iodide), C([O-])([O-])=O.[Na+].[Na+] (sodium carbonate). Run in CS(=O)C (dimethylsulfoxide). Conditions: temperature 100 celsius, time 10 hour. Product: C(C)(C)(C)C=1N=C(SC1)C=1OC2=C(C1)C=C(C=C2)OCC2=C(C=CC=C2)C=O (4-tert-butyl-2-[5-(2-formylphenylmethoxy)benzofuran-2-yl]thiazole). Isolated yield 50.6%. RXN SMILES: [C:1]([C:5]1[N:6]=[C:7]([C:10]2[O:11][C:12]3[CH:18]=[CH:17][C:16]([O:19][CH2:20][C:21]4[CH:26]=[CH:25][CH:24]=[CH:23][C:22]=4[CH2:27]Cl)=[CH:15][C:13]=3[CH:14]=2)[S:8][CH:9]=1)([CH3:4])([CH3:3])[CH3:2].[I-].[Na+].C(=O)([O-])[O-:32].[Na+].[Na+]>CS(C)=O>[C:1]([C:5]1[N:6]=[C:7]([C:10]2[O:11][C:12]3[CH:18]=[CH:17][C:16]([O:19][CH2:20][C:21]4[CH:26]=[CH:25][CH:24]=[CH:23][C:22]=4[CH:27]=[O:32])=[CH:15][C:13]=3[CH:14]=2)[S:8][CH:9]=1)([CH3:4])([CH3:3])[CH3:2] |f:1.2,3.4.5|. Procedure details: A mixture of 4-tert-butyl-2-[5-(2-chloromethylphenylmethoxy)benzofuran-2-yl]thiazole (1.56 g), sodium iodide (0.50 g) and sodium carbonate (0.83 g) in dimethylsulfoxide (15 ml) was stirred at 100° C. for 10 hours. After being cooled, the resulting mixture was poured into ice-water and extracted with ethyl acetate. The organic layer was washed with brine, dried over magnesium sulfate and concentrated under reduced pressure. The residue was subjected to column chromatography on silica gel and elut... Procedure: 2.0 Grams of ethyl 3-(2-{(tert-butoxycarbonyl)amino}-acetylamino)propionate were dissolved in 30 ml of 10% hydrochloric acid-methanol and stirred for 15 hours at room temperature. Upon distilling the reaction liquid off under reduced pressure, 1.52 g of the title compound was obtained. The reactants are C(C)(C)(C)OC(=O)NCC(=O)NCCC(=O)OCC (ethyl 3-(2-{(tert-butoxycarbonyl)amino}-acetylamino)propionate), Cl.CO (hydrochloric acid methanol). Product: Cl.NCC(=O)NCCC(=O)OCC (ethyl 3-{(2-aminoacetyl)amino}propionate monohydrochloride). Conditions: time 15 hour. RXN SMILES: C(OC([NH:8][CH2:9][C:10]([NH:12][CH2:13][CH2:14][C:15]([O:17][CH2:18][CH3:19])=[O:16])=[O:11])=O)(C)(C)C.[ClH:20].CO>>[ClH:20].[NH2:8][CH2:9][C:10]([NH:12][CH2:13][CH2:14][C:15]([O:17][CH2:18][CH3:19])=[O:16])=[O:11] |f:1.2,3.4|. Reactants: C(C)(=O)O[C@H](/C=C/[C@H]1C(C=C[C@@H]1C\C=C/CCCC(=O)O)O)CCCCC ((5Z,13E,15S)-15-acetyloxy-11ξ-hydroxyprosta-5,9,13-trien-1-oic acid), [N+](=[N-])=C (diazomethane), N(=O)CNC(=O)N (N-nitrosomethylurea), [OH-].[K+] (potassium hydroxide), resultant mixture. Solvent: C(C)OCC (diethyl ether), C(C)OCC (diethyl ether), C(C)(=O)O (acetic acid). The product is C(C)(=O)O[C@H](/C=C/[C@H]1C(C=C[C@@H]1C\C=C/CCCC(=O)OC)O)CCCCC (methyl (5Z,13E,15S)-15-acetyloxy-11ξ-hydroxyprosta-5,9,13-trien-1-oate). RXN SMILES: [C:1]([O:4][C@@H:5]([CH2:23][CH2:24][CH2:25][CH2:26][CH3:27])/[CH:6]=[CH:7]/[C@@H:8]1[C@@H:12]([CH2:13]/[CH:14]=[CH:15]\[CH2:16][CH2:17][CH2:18][C:19]([OH:21])=[O:20])[CH:11]=[CH:10][CH:9]1[OH:22])(=[O:3])[CH3:2].[N+](=[CH2:30])=[N-].N(CNC(N)=O)=O.[OH-].[K+]>C(O)(=O)C.C(OCC)C>[C:1]([O:4][C@@H:5]([CH2:23][CH2:24][CH2:25][CH2:26][CH3:27])/[CH:6]=[CH:7]/[C@@H:8]1[C@@H:12]([CH2:13]/[CH:14]=[CH:15]\[CH2:16][CH2:17][CH2:18][C:19]([O:21][CH3:30])=[O:20])[CH:11]=[CH:10][CH:9]1[OH:22])(=[O:3])[CH3:2] |f:3.4|. Procedure: to a solution of 8 parts of (5Z,13E,15S)-15-acetyloxy-11ξ-hydroxyprosta-5,9,13-trien-1-oic acid in 175 parts of diethyl ether is added an ethereal solution of diazomethane prepared from 30 parts of N-nitrosomethylurea, 90 parts of aqueous 40% potassium hydroxide, and 210 parts of diethyl ether as described in Org. Syn., 15, 4 (1935). The resultant mixture is allowed to stand at 5° for 30 minutes, whereupon 2 parts of acetic acid is introduced and the mixture thus obtained extracted with diethyl ... The reactants are CN(C=O)C (dimethylformamide), solution, C(CCC)[Li] (n-butyllithium), ClC=1C(=CC2=C(SC=C2)C1Cl)O (6,7-dichloro-5-hydroxybenzo[b]thiophene). Solvent: O1CCCC1 (tetrahydrofuran). Conditions: time 3 hour. Yields the product ClC=1C(=CC2=C(SC(=C2)C=O)C1Cl)O (6,7-dichloro-2-formyl-5-hydroxy-benzo[b]thiophene). Reaction SMILES: [Cl:1][C:2]1[C:3]([OH:12])=[CH:4][C:5]2[CH:9]=[CH:8][S:7][C:6]=2[C:10]=1[Cl:11].C([Li])CCC.CN(C)[CH:20]=[O:21]>O1CCCC1>[Cl:1][C:2]1[C:3]([OH:12])=[CH:4][C:5]2[CH:9]=[C:8]([CH:20]=[O:21])[S:7][C:6]=2[C:10]=1[Cl:11]. Procedure details: A solution of 8.7 g of 6,7-dichloro-5-hydroxybenzo[b]thiophene in 50 ml of anhydrous tetrahydrofuran is placed in a 250 ml 3-necked flask and cooled to -25°. To the solution under nitrogen, is added dropwise 42 ml of a solution of 2.5M n-butyllithium at a rate such that the temperature did not rise above -10°. After total addition, the mixture is stirred at 0°-5° for 3 hrs. To the mixture is added 14 ml of anhydrous dimethylformamide over a period of 20 mins. The reaction mixture is allowed to w... Reactants: ON1C(CC(CC1(C)C)OCC(=O)OCC)(C)C (1-Oxyl-2,2,6,6-Tetramethyl-4-(Carboethoxymethoxy)Piperidine), [OH-].[Na+] (sodium hydroxide), Cl (hydrogen chloride). Run in O.CO (water methanol). Conditions: time 1 hour. Product: ON1C(CC(CC1(C)C)OCC(=O)O)(C)C (1-Oxyl-2,2,6,6-Tetramethyl-4-(Carboxymethoxy)Piperidine). RXN SMILES: [OH:1][N:2]1[C:7]([CH3:9])([CH3:8])[CH2:6][CH:5]([O:10][CH2:11][C:12]([O:14]CC)=[O:13])[CH2:4][C:3]1([CH3:18])[CH3:17].[OH-].[Na+].Cl>O.CO>[OH:1][N:2]1[C:7]([CH3:9])([CH3:8])[CH2:6][CH:5]([O:10][CH2:11][C:12]([OH:14])=[O:13])[CH2:4][C:3]1([CH3:18])[CH3:17] |f:1.2,4.5|. Procedure: 1.0 g (39 mmol) of the compound of Example 6 is added to a solution of 0.2 g sodium hydroxide in 20 mL of 1:1 water/methanol. The mixture is stirred for one hour, carefully acidified with 1% aqueous hydrogen chloride and then extracted with ethyl acetate. The organic extract is dried over anhydrous magnesium sulfate and then contentrated to afford the title compound as an orange solid. The reactants are CC(=O)OC(C)=O, Cc1c(-c2ccccc2)n(COCCO)c(=S)[nH]c1=S, c1ccncc1. Product: CC(=O)OCCOCn1c(-c2ccccc2)c(C)c(=S)[nH]c1=S. RXN SMILES: [CH3:21][C:22](=[O:23])[O:24][C:25](=[O:26])[CH3:27].[OH:1][CH2:2][CH2:3][O:4][CH2:5][n:6]1[c:7](=[S:8])[nH:9][c:10](=[S:11])[c:12]([CH3:13])[c:14]1-[c:15]1[cH:16][cH:17][cH:18][cH:19][cH:20]1.[cH:28]1[cH:29][cH:30][n:31][cH:32][cH:33]1>>[O:1]([CH2:2][CH2:3][O:4][CH2:5][n:6]1[c:7](=[S:8])[nH:9][c:10](=[S:11])[c:12]([CH3:13])[c:14]1-[c:15]1[cH:16][cH:17][cH:18][cH:19][cH:20]1)[C:22]([CH3:21])=[O:23].